Dataset: the Open Reaction Database (ORD), a public repository of structured organic reaction records. Task: describe an organic reaction: reactants, conditions, products, and yield Starting materials: C1(=CC=CC=C1)C=1C(=NC=2N(C1)C=CN2)C2=CC=C(C=O)C=C2 (4-(6-phenylimidazo[1,2-a]pyrimidin-7-yl)benzaldehyde), Cl.N1CCC(CC1)C=1NC2=C(N1)C=CC(=C2)C#N (2-piperidine-4-yl-3H-benzimidazole-5-carbonitrile hydrochloride salt). Yields the product C1(=CC=CC=C1)C=1C(=NC=2N(C1)C=CN2)C2=CC=C(CN1CCC(CC1)C=1NC3=C(N1)C=CC(=C3)C#N)C=C2 (2-{1-[4-(6-Phenyl-imidazo[1,2-a]pyrimidin-7-yl)-benzyl]-piperidin-4-yl}-3H-benzimidazole-5-carbonitrile). The yield is 78.1%. RXN SMILES: [C:1]1([C:7]2[C:8]([C:16]3[CH:23]=[CH:22][C:19]([CH:20]=O)=[CH:18][CH:17]=3)=[N:9][C:10]3[N:11]([CH:13]=[CH:14][N:15]=3)[CH:12]=2)[CH:6]=[CH:5][CH:4]=[CH:3][CH:2]=1.Cl.[NH:25]1[CH2:30][CH2:29][CH:28]([C:31]2[NH:32][C:33]3[CH:39]=[C:38]([C:40]#[N:41])[CH:37]=[CH:36][C:34]=3[N:35]=2)[CH2:27][CH2:26]1>>[C:1]1([C:7]2[C:8]([C:16]3[CH:23]=[CH:22][C:19]([CH2:20][N:25]4[CH2:26][CH2:27][CH:28]([C:31]5[NH:32][C:33]6[CH:39]=[C:38]([C:40]#[N:41])[CH:37]=[CH:36][C:34]=6[N:35]=5)[CH2:29][CH2:30]4)=[CH:18][CH:17]=3)=[N:9][C:10]3[N:11]([CH:13]=[CH:14][N:15]=3)[CH:12]=2)[CH:6]=[CH:5][CH:4]=[CH:3][CH:2]=1 |f:1.2|. Reported procedure: 150 mg (0.5 mmol) 4-(6-phenylimidazo[1,2-a]pyrimidin-7-yl)benzaldehyde described in example 1 and 136 mg (0.6 mmol) 2-piperidine-4-yl-3H-benzimidazole-5-carbonitrile hydrochloride salt were reacted and purified as described in example 6.0. 199 mg of the desired compound were obtained. The reactants are FC=1C=C(C=CC1O)C1=NC=C(C=C1)CCCCCCC (2-(m-Fluoro-p-hydroxyphenyl)-5-heptylpyridine), C(C)O (ethanol), [OH-].[K+] (potassium hydroxide), C(CCCCC)Br (n-hexylbromide). Run in C1(=CC=CC=C1)C (toluene), O (water). Run at time 4 hour. Yields the product final product, FC=1C=C(C=CC1OCCCCCC)C1=NC=C(C=C1)CCCCCCC (2-(m-fluoro-p-hexyloxyphenyl)-5-heptylpyridine). Yield: 65.4%. Reaction SMILES: [F:1][C:2]1[CH:3]=[C:4]([C:9]2[CH:14]=[CH:13][C:12]([CH2:15][CH2:16][CH2:17][CH2:18][CH2:19][CH2:20][CH3:21])=[CH:11][N:10]=2)[CH:5]=[CH:6][C:7]=1[OH:8].C(O)C.[OH-].[K+].[CH2:27](Br)[CH2:28][CH2:29][CH2:30][CH2:31][CH3:32]>C1(C)C=CC=CC=1.O>[F:1][C:2]1[CH:3]=[C:4]([C:9]2[CH:14]=[CH:13][C:12]([CH2:15][CH2:16][CH2:17][CH2:18][CH2:19][CH2:20][CH3:21])=[CH:11][N:10]=2)[CH:5]=[CH:6][C:7]=1[O:8][CH2:27][CH2:28][CH2:29][CH2:30][CH2:31][CH3:32] |f:2.3|. Procedure: 2-(m-Fluoro-p-hydroxyphenyl)-5-heptylpyridine (2 g, 0.007 mol), ethanol (20 ml), potassium hydroxide (0.48 g, 0.008 mol) and n-hexylbromide (1.4 g, 0.008 mol) were heated under reflux with stirring for 4 hours, followed by cooling the resulting reaction fluid, adding water and toluene, transferring the mixture into a separating funnel, washing the resulting organic layer with 2N-NaOH aqueous solution, then washing it with water, distilling off the solvent under reduced pressure, recrystallizing ... Starting materials: COc1c(C)cc(-c2c3ccccc3c(Br)c3sc(C)c(C)c23)cc1C, ClCCl, CC(=O)[O-], CCOCC, CN(C)C=O, CCN(C(C)C)C(C)C, [Na+], O=S(=O)(Cl)Cl. The product is COc1c(C)cc(-c2c3ccccc3c(Br)c3sc(COC(C)=O)c(C)c23)cc1C. RXN SMILES: [Br:1][c:2]1[c:3]2[cH:4][cH:5][cH:6][cH:7][c:8]2[c:9](-[c:17]2[cH:18][c:19]([CH3:26])[c:20]([O:24][CH3:25])[c:21]([CH3:23])[cH:22]2)[c:10]2[c:11]1[s:12][c:13]([CH3:16])[c:14]2[CH3:15].[CH2:56]([Cl:57])[Cl:58].[CH3:42][C:43]([O-:44])=[O:45].[CH3:46][CH2:47][O:48][CH2:49][CH3:50].[CH3:51][N:52]([CH3:53])[CH:54]=[O:55].[CH:32]([N:33]([CH:34]([CH3:35])[CH3:36])[CH2:37][CH3:38])([CH3:39])[CH3:40].[Na+:41].[S:27]([Cl:28])([Cl:29])(=[O:30])=[O:31]>>[Br:1][c:2]1[c:3]2[cH:4][cH:5][cH:6][cH:7][c:8]2[c:9](-[c:17]2[cH:18][c:19]([CH3:26])[c:20]([O:24][CH3:25])[c:21]([CH3:23])[cH:22]2)[c:10]2[c:11]1[s:12][c:13]([CH2:16][O:45][C:43]([CH3:42])=[O:44])[c:14]2[CH3:15]. The reactants are NC1=NC(=NC(=N1)Cl)C1=CC(=C(C=C1)Cl)Cl (2-Amino-4-chloro-6-(3,4-dichlorophenyl)-s-triazine), C(CCC)N (n-butylamine). The solvent is O1CCOCC1 (dioxane). The product is NC1=NC(=NC(=N1)NCCCC)C1=CC(=C(C=C1)Cl)Cl (2-amino-4-butylamino-6-(3,4-dichlorophenyl)-s-triazine). Yield: 80.6%. Reaction SMILES: [NH2:1][C:2]1[N:7]=[C:6](Cl)[N:5]=[C:4]([C:9]2[CH:14]=[CH:13][C:12]([Cl:15])=[C:11]([Cl:16])[CH:10]=2)[N:3]=1.[CH2:17]([NH2:21])[CH2:18][CH2:19][CH3:20]>O1CCOCC1>[NH2:1][C:2]1[N:7]=[C:6]([NH:21][CH2:17][CH2:18][CH2:19][CH3:20])[N:5]=[C:4]([C:9]2[CH:14]=[CH:13][C:12]([Cl:15])=[C:11]([Cl:16])[CH:10]=2)[N:3]=1. Procedure: 2-Amino-4-chloro-6-(3,4-dichlorophenyl)-s-triazine (melting point 249° to 250° C.) (2.75 grams) and 2.0 grams of n-butylamine were heated to reflux with stirring for four hours in 25 milliliters of dioxane. The reaction solution was evaporated to dryness in vacuo, the residue was washed with water and then with methanol, and 2.51 grams of 2-amino-4-butylamino-6-(3,4-dichlorophenyl)-s-triazine was obtained. Melting point 176° to 179° C. Starting materials: C1CCC2CNCCC2C1, ClCCCl, COc1ccc2oc(C(=O)C(C)(C)C)c(CC(=O)O)c2c1, CCN(C(C)C)C(C)C, CN(C)C=O, On1nnc2ccccc21. The product is COc1ccc2oc(C(=O)C(C)(C)C)c(CC(=O)N3CCC4CCCCC4C3)c2c1. As a reaction SMILES: [CH2:32]1[NH:33][CH2:34][CH2:35][CH:36]2[CH2:37][CH2:38][CH2:39][CH2:40][CH:41]12.[CH2:56]([Cl:57])[CH2:58][Cl:59].[CH3:1][C:2]([C:3](=[O:4])[c:5]1[o:6][c:7]2[c:8]([c:9]1[CH2:10][C:11](=[O:12])[OH:13])[cH:14][c:15]([O:18][CH3:19])[cH:16][cH:17]2)([CH3:20])[CH3:21].[CH:42]([N:43]([CH2:44][CH3:45])[CH:46]([CH3:47])[CH3:48])([CH3:49])[CH3:50].[O:51]=[CH:52][N:53]([CH3:54])[CH3:55].[OH:22][n:23]1[c:24]2[c:25]([cH:26][cH:27][cH:28][cH:29]2)[n:30][n:31]1>>[CH3:1][C:2]([C:3](=[O:4])[c:5]1[o:6][c:7]2[c:8]([c:9]1[CH2:10][C:11](=[O:12])[N:33]1[CH2:32][CH:41]3[CH:36]([CH2:35][CH2:34]1)[CH2:37][CH2:38][CH2:39][CH2:40]3)[cH:14][c:15]([O:18][CH3:19])[cH:16][cH:17]2)([CH3:20])[CH3:21]. Reactants: COC=1C=CC(=CC1OC)CC=C (methyl eugenol), stannic chloride, COC(C(C#N)=C)OC (2-dimethoxymethylacrylonitrile), C(Cl)Cl (methylene chloride). The solvent is CCOCC (ether). Conditions: time 5 hour. The product is COC1=C(C=C(C(=C1)CC(=COC)C#N)CC=C)OC (1,2-dimethoxy-4-(2-propenyl)-5-(2-cyano-3-methoxy-2-propenyl)benzene). As a reaction SMILES: [CH3:1][O:2][C:3]1[CH:4]=[CH:5][C:6]([CH2:11][CH:12]=[CH2:13])=[CH:7][C:8]=1[O:9][CH3:10].CO[CH:16]([O:21][CH3:22])[C:17](=[CH2:20])[C:18]#[N:19].C(Cl)Cl>CCOCC>[CH3:1][O:2][C:3]1[CH:4]=[C:5]([CH2:20][C:17]([C:18]#[N:19])=[CH:16][O:21][CH3:22])[C:6]([CH2:11][CH:12]=[CH2:13])=[CH:7][C:8]=1[O:9][CH3:10]. Reported procedure: To a solution of 10 g. of methyl eugenol and 8.1 of 2-dimethoxymethylacrylonitrile in 200 ml. of dry methylene chloride was added 1.97 ml. of stannic chloride. After stirring for 5 hours at room temperature, 300 ml. of ether was added and the mixture washed with a 5% sodium bicarbonate solution (until basic). The organic layer was dried (MgSO4) and the solvent removed under reduced pressure. The residue was triturated with ether to give 1,2-dimethoxy-4-(2-propenyl)-5-(2-cyano-3-methoxy-2-propeny... Starting materials: COC=1C=C(C=2OC3=CC(=CC=C3C(C2)=O)OCC2CO2)C=CC1OC (3′,4′-Dimethoxy-7-(2,3-epoxy-propoxy)-flavone), COC=1C=C(C=2OC3=CC(=CC=C3C(C2)=O)OCC2CO2)C=CC1OC (3′,4′-Dimethoxy-7-(2,3-epoxy-propoxy)-flavone), C(C)(C)N (iso-propyl amine). Solvent: CO (methanol). Product: COC=1C=C(C=2OC3=CC(=CC=C3C(C2)=O)OCC(CNC(C)C)O)C=CC1OC (3′,4′-Dimethoxy-7-[2-hydroxy-3-iso-propylamino-propoxy]-flavone). Reaction SMILES: [CH3:1][O:2][C:3]1[CH:4]=[C:5]([CH:22]=[CH:23][C:24]=1[O:25][CH3:26])[C:6]1[O:7][C:8]2[C:13]([C:14](=[O:16])[CH:15]=1)=[CH:12][CH:11]=[C:10]([O:17][CH2:18][CH:19]1[O:21][CH2:20]1)[CH:9]=2.[CH:27]([NH2:30])([CH3:29])[CH3:28]>CO>[CH3:1][O:2][C:3]1[CH:4]=[C:5]([CH:22]=[CH:23][C:24]=1[O:25][CH3:26])[C:6]1[O:7][C:8]2[C:13]([C:14](=[O:16])[CH:15]=1)=[CH:12][CH:11]=[C:10]([O:17][CH2:18][CH:19]([OH:21])[CH2:20][NH:30][CH:27]([CH3:29])[CH3:28])[CH:9]=2. Procedure: 3′,4′-Dimethoxy-7-(2,3-epoxy-propoxy)-flavone, 33 (300 mg, 0.85 mmol) and iso-propyl amine (0.15 mL, 1.7 mmol) in dry methanol (80 mL) were reacted in a similar manner to that described under 34 to afford 46. Yield 290 mg (83%); mp 144-145° C.; MS (FAB) 414 (M++1); IR (KBr) 3410, 1634; 1H NMR (200 MHz, CDCl3) δ 8.03 (d, J=9.5 Hz, 1H), 7.51 (dd, J=8.5 Hz, 1.7 Hz, 1H), 7.36 (d, J=1.7 Hz, 1H), 6.96-6.92 (m, 3H), 6.74 (s, 1H), 4.18-4.12 (m, 3H), 3.97 (s, 3H), 3.96 (s, 3H), 3.99 (s, (m, 3H), 1.23 (d,...